describe an organic reaction: reactants, conditions, products, and yield From a dataset of the Open Reaction Database (ORD), a public repository of structured organic reaction records. The reactants are ice water, C(C)(=O)OCCN(C1=CC=C(C=O)C=C1)CCOC(C)=O (4-di(2-acetyloxyethyl)aminobenzaldehyde), [N+](=O)([O-])C1=CC=C(C=C1)CC(=O)O (4-nitrophenyl acetic acid), N1CCCCC1 (piperdine). Solvent: CN(C=O)C (dimethyl formamide). Yields the product OCCN(C1=CC=C(C=C1)C=CC1=CC=C(C=C1)[N+](=O)[O-])CCO (4-di(2-hydroxyethyl)amino-4'-nitrostilbene). RXN SMILES: C([O:4][CH2:5][CH2:6][N:7]([CH2:16][CH2:17][O:18]C(=O)C)[C:8]1[CH:15]=[CH:14][C:11]([CH:12]=O)=[CH:10][CH:9]=1)(=O)C.[N+:22]([C:25]1[CH:30]=[CH:29][C:28]([CH2:31]C(O)=O)=[CH:27][CH:26]=1)([O-:24])=[O:23].N1CCCCC1>CN(C)C=O>[OH:18][CH2:17][CH2:16][N:7]([CH2:6][CH2:5][OH:4])[C:8]1[CH:9]=[CH:10][C:11]([CH:12]=[CH:31][C:28]2[CH:29]=[CH:30][C:25]([N+:22]([O-:24])=[O:23])=[CH:26][CH:27]=2)=[CH:14][CH:15]=1. Procedure: A mixture of the crude reaction product of the previous step, viz. 4-di(2-acetyloxyethyl)aminobenzaldehyde, 270 g of 4-nitrophenyl acetic acid, 2 l of dimethyl formamide, and 100 ml of piperdine was stirred for 4 days at 20°-25° C. Next, the reaction mixture was concentrated by evaporation at 70° C. to a thick red oil, which was titrated three times, each time with 1 l of n-hexane. The residue was dissolved in 2.5 l of dimethyl formamide. Then there was added a solution of 320 g of sodium hydrox... Reactants: BrC1=CC=CC2=C1CC(O2)(C)C (4-bromo-2,3-dihydro-2,2-dimethylbenzofuran), S(=O)(=O)([O-])OOS(=O)(=O)[O-].[K+].[K+] (potassium persulfate). The reagents and catalysts are O.O.O.O.O.S(=O)(=O)([O-])[O-].[Cu+2] (copper(II) sulfate pentahydrate). The solvent is O (water), C(C)#N (acetonitrile), O (water). The product is BrC1=CC=CC2=C1C(C(O2)(C)C)=O (4-bromo-2,3-dihydro-2,2-dimethyl-3-benzofuranone). The yield is 67.0%. RXN SMILES: [Br:1][C:2]1[C:7]2[CH2:8][C:9]([CH3:12])([CH3:11])[O:10][C:6]=2[CH:5]=[CH:4][CH:3]=1.S(OOS([O-])(=O)=O)([O-])(=O)=[O:14].[K+].[K+]>O.C(#N)C.O.O.O.O.O.S([O-])([O-])(=O)=O.[Cu+2]>[Br:1][C:2]1[C:7]2[C:8](=[O:14])[C:9]([CH3:12])([CH3:11])[O:10][C:6]=2[CH:5]=[CH:4][CH:3]=1 |f:1.2.3,6.7.8.9.10.11.12|. Reported procedure: Under a nitrogen atmosphere, a stirred solution of 3.0 grams (0.013 mole) 4-bromo-2,3-dihydro-2,2-dimethylbenzofuran, 10.7 grams (0.039 mole) of potassium persulfate, and 3.3 grams (0.013 mole) of copper(II) sulfate pentahydrate in 30 mL of water and 30 mL of acetonitrile was heated at reflux for one hour. After this time the reaction mixture was poured into 200 mL of water. The mixture was then extracted with one 200 mL portion of diethyl ether. The extract was dried with magnesium sulfate and ... The reactants are COC(=O)c1ccc(CN(C)C)nc1, Cl. Yields the product CN(C)Cc1ccc(C(=O)O)cn1, Cl. As a reaction SMILES: [CH3:1][N:2]([CH3:3])[CH2:4][c:5]1[n:6][cH:7][c:8]([C:9](=[O:10])[O:11][CH3:12])[cH:13][cH:14]1.[ClH:15]>>[CH3:1][N:2]([CH3:3])[CH2:4][c:5]1[n:6][cH:7][c:8]([C:9](=[O:10])[OH:11])[cH:13][cH:14]1.[ClH:15]. The reactants are C(C)(=O)SCCCC(=O)N1[C@H](C(=O)O)C[C@@H](C1)OC ((cis)-1-(4-acetylthio-1-oxobutyl)-4-methoxy-L-proline), N (ammonia). Product: SCCCC(=O)N1[C@H](C(=O)O)C[C@@H](C1)OC (1-(4-mercapto-1-oxobutyl)-cis-4-methoxy-L-proline). As a reaction SMILES: C([S:4][CH2:5][CH2:6][CH2:7][C:8]([N:10]1[CH2:17][C@@H:16]([O:18][CH3:19])[CH2:15][C@H:11]1[C:12]([OH:14])=[O:13])=[O:9])(=O)C.N>>[SH:4][CH2:5][CH2:6][CH2:7][C:8]([N:10]1[CH2:17][C@@H:16]([O:18][CH3:19])[CH2:15][C@H:11]1[C:12]([OH:14])=[O:13])=[O:9]. Procedure: Hydrolysis of (cis)-1-(4-acetylthio-1-oxobutyl)-4-methoxy-L-proline with an aqueous ammonia solution according to the procedure of Example 2 yields 1-(4-mercapto-1-oxobutyl)-cis-4-methoxy-L-proline. The reactants are C1(=CC=CC=C1)C1=NC=CN=C1 (2-phenylpyrazine), palladium acetate Pd(OAc)2, [OH-].[Na+] (NaOH). Solvent: O (water), C(C)(=O)O (acetic acid). Reaction conditions: time 4 hour. Product: C1(=CC=CC=C1)C1NCCNC1 (2-phenylpiperazine). Yield: 59.5%. RXN SMILES: [C:1]1([C:7]2[CH:12]=[N:11][CH:10]=[CH:9][N:8]=2)[CH:6]=[CH:5][CH:4]=[CH:3][CH:2]=1.[OH-].[Na+]>C(O)(=O)C.O>[C:1]1([CH:7]2[CH2:12][NH:11][CH2:10][CH2:9][NH:8]2)[CH:2]=[CH:3][CH:4]=[CH:5][CH:6]=1 |f:1.2|. Procedure: To a solution of 2-phenylpyrazine (11.64 g, 74.53 mmol) in acetic acid (58.2 mL) was added palladium acetate Pd(OAc)2 (2.33 g, 9.94 mmol). The mixture was hydrogenated at 50 psi for 4 h. After the reaction was complete, the catalyst was filtered off and rinsed with a small portion of acetic acid. The filtrate was concentrated under house vacuum to give a brown-black solid which was suspended in deionized water (300 mL) and adjusted to pH 13 with 20% NaOH solution. The product was extracted from ... Starting materials: CC1(N2C([C@@H]([C@H]2CCO1)[N+]#[C-])=O)C ((6R,7R)-2,2-dimethyl-7-isocyano-1-aza-3-oxabicyclo[4.2.0]octan-8-one), N(=NC(C#N)(C)C)C(C#N)(C)C (azobisisobutyronitrile). Solvent: C1=CC=CC=C1 (benzene). Yields the product CCCCCCCC=O (octan-8-one). The yield is 896.5%. RXN SMILES: CC1(C)O[CH2:8][CH2:7][C@H:6]2N1[C:4](=[O:12])[C@@H:5]2[N+]#[C-].N(C(C)(C)C#N)=N[C:16](C)([CH3:19])[C:17]#N>C1C=CC=CC=1>[CH3:17][CH2:16][CH2:19][CH2:8][CH2:7][CH2:6][CH2:5][CH:4]=[O:12]. Procedure: A mixture of (6R,7R)-2,2-dimethyl-7-isocyano-1-aza-3-oxabicyclo[4.2.0]octan-8-one (150 mg), tribulyltinhydride (0.263 ml), and azobisisobutyronitrile (14 mg) in benzene (4.5 ml) was refluxed for 15 minutes. The resulting solution was chromatographed on silica gel (4.5 g) eluting with a mixture of benzene and acetone (15:1-6:1) to give the crude product (140 mg) as an oil, which was purified by silica gel (5 g) chromatography (eluate: a mixture of methylene chloride and ethyl acetate 30:1-5:1) to... Starting materials: CCOC(=O)CNCc1ccccc1, CC(C)CC(NC(=O)OCC1c2ccccc2-c2ccccc21)C(=O)O. Product: CCOC(=O)CN(Cc1ccccc1)C(=O)C(CC(C)C)NC(=O)OCC1c2ccccc2-c2ccccc21. RXN SMILES: [CH2:27]([CH3:28])[O:29][C:30]([CH2:31][NH:32][CH2:33][c:34]1[cH:35][cH:36][cH:37][cH:38][cH:39]1)=[O:40].[cH:1]1[cH:2][cH:3][cH:4][c:5]2[c:13]1[CH:12]([CH2:14][O:15][C:16](=[O:17])[NH:18][CH:19]([CH2:20][CH:21]([CH3:22])[CH3:23])[C:24](=[O:25])[OH:26])[c:11]1[c:6]-2[cH:7][cH:8][cH:9][cH:10]1>>[cH:1]1[cH:2][cH:3][cH:4][c:5]2[c:13]1[CH:12]([CH2:14][O:15][C:16](=[O:17])[NH:18][CH:19]([CH2:20][CH:21]([CH3:22])[CH3:23])[C:24](=[O:25])[N:32]([CH2:31][C:30]([O:29][CH2:27][CH3:28])=[O:40])[CH2:33][c:34]1[cH:35][cH:36][cH:37][cH:38][cH:39]1)[c:11]1[c:6]-2[cH:7][cH:8][cH:9][cH:10]1. Starting materials: COC=CC1=C(C=CC=C1)C=1C2=CC=CC=C2C=2C=CC=CC2C1 (9-[2-(2-methoxyvinyl)phenyl]phenanthrene), C([O-])([O-])=O.[K+].[K+] (potassium carbonate). The reagents and catalysts are CS(=O)(=O)O (methanesulfonic acid). Solvent: ClCCl (dichloromethane). Reaction conditions: time 8 hour. Yields the product C1=CC=CC2=C1C1=C3C=CC=CC3=CC=C1C1=CC=CC=C21 (benzo[g]chrysene). Yield: 48.4%. Reaction SMILES: COC=CC1C=CC=CC=1[C:11]1[C:12]2[C:17]([C:18]3[CH:19]=[CH:20][CH:21]=[CH:22][C:23]=3[CH:24]=1)=[CH:16][CH:15]=[CH:14][CH:13]=2.C(=O)([O-])[O-].[K+].[K+]>CS(O)(=O)=O.ClCCl>[CH:20]1[C:19]2[C:24]3[C:11]([C:12]4[C:17]([C:18]=2[CH:23]=[CH:22][CH:21]=1)=[CH:16][CH:15]=[CH:14][CH:13]=4)=[CH:14][CH:13]=[C:12]1[C:11]=3[CH:24]=[CH:23][CH:18]=[CH:17]1 |f:1.2.3|. Procedure: 24.0 g of 9-[2-(2-methoxyvinyl)phenyl]phenanthrene and 100 mL of dichloromethane were placed. 6 drops of methanesulfonic acid was added by means of a Pasteur pipette while stirring at room temperature. The stirring was conducted at room temperature for 8 hours. After completion of the reaction, 100 mL of an aqueous 10% potassium carbonate solution was added. An aqueous phase was removed, and an organic phase was washed with saturated saline and dried with magnesium sulfate. After filtering off m... Starting materials: C1C=CC2=CC=CC=C12 (indene), η-BuLi, CCCC (butane), rust, C(=O)=O (Dry Ice), Cl (HCl). The solvent is O (H2O), C(C)OCC (ethyl ether). Reaction conditions: time 2 hour. Yields the product C1C=C(C2=CC=CC=C12)C(=O)O (indene-3-carboxylic acid). Isolated yield 66.4%. As a reaction SMILES: [CH2:1]1[C:9]2[C:4](=[CH:5][CH:6]=[CH:7][CH:8]=2)[CH:3]=[CH:2]1.CCCC.[C:14](=[O:16])=[O:15].Cl>C(OCC)C.O>[CH2:1]1[C:9]2[C:4](=[CH:5][CH:6]=[CH:7][CH:8]=2)[C:3]([C:14]([OH:16])=[O:15])=[CH:2]1. Procedure: To a stirred solution of indene (21.9 mL, 188 mmol) in 150 mL of dry ethyl ether was added 129 mL (200 mmol) of η-BuLi dropwise at room temperature over 30 minutes with the evolution of butane. The rust colored mixture was refluxed for 2 h, and then poured in a thin stream onto 40 g of Dry Ice. The mixture was shaken at room temperature for 2 h, after which time 1 L of H2O was cautiously added. The aqueous layer was acidified with 10% HCl and then extracted with ethyl ether. Recrystallization fr... Reactants: N1=C(N=CC=C1)NCCCNCCOC1=C(C=CC=C1)O (2-[2-[[3-(2-pyrimidinylamino)propyl]amino]ethoxy]phenol), COC1=C(OCCCNCCCNC=2NCCCN2)C=CC=C1 (N-[3-(2-methoxyphenoxy)propyl]-N'-( 1,4,5,6-tetrahydro-2- pyrimidinyl)-1,3-propanediamine), C(C)OC1=C(OCCNCCCNC=2NCCCN2)C=CC=C1 (N-[2-(2-ethoxyphenoxy)ethyl]-N'-(1,4,5,6-tetrahydro-2-pyrimidinyl)- 1,3-propanediamine), O1CCOC2=C1C=CC=C2OCCNCCCCNC=2NCCCN2 (N-[2-[(2,3-dihydro-1,4-benzodioxin-5-yl)oxy]ethyl]-N'-(1,4,5,6-tetrahydro-2- pyrimidinyl)-1,4-butanediamine), C1(=CC=CC2=CC=CC=C12)OCCNCCCNC=1NCCCN1 (N-[2-(1-naphthalenyloxy)ethyl]- N'-(1,4,5,6-tetrahydro-2-pyrimidinyl)-1,3-propanediamine), O1CCOC2=C1C=CC=C2OCCNCCCNC=2NCCCN2 (N-[2-[(2,3-dihydro-1,4-benzodioxin-5-yl)- oxy]ethyl]-N'-(1,4,5,6-tetrahydro-2-pyrimidinyl)-1,3-propanediamine), COC1=C(OCCNCCCNC=2NCCCN2)C=CC=C1OC (N-[2-(2,3-dimethoxy- phenoxy)ethyl]-N'-(1,4,5,6-tetrahydro-2-pyrimidinyl)-1,3-propanediamine), COC1=C(OCCNCCCNC=2NCCCN2)C=CC=C1 (N-[2-(2-methoxyphenoxy)ethyl]-N'-(1,4,5,6-tetrahydro-2-pyrimidinyl)-1,3-propane diamine), O1CCOC2=C1C=CC=C2OCCNCCCNC2=NC=CC=N2 (N-[2-[(2,3-dihydro-1,4-benzodioxin-5-yl)oxy]- ethyl]-N'-2-pyrimidinyl-1,3-propanediamine). Product: COC1=C(OCCNCCCNC2=NC=CC=N2)C=CC=C1OC (N-[2-(2,3-dimethoxyphenoxy)ethyl]-N'-2-pyrimidinyl-1,3-propanediamine). As a reaction SMILES: [N:1]1[CH:6]=[CH:5][CH:4]=[N:3][C:2]=1[NH:7][CH2:8][CH2:9][CH2:10][NH:11][CH2:12][CH2:13][O:14][C:15]1[CH:20]=[CH:19][CH:18]=[CH:17][C:16]=1[OH:21].[CH3:22][O:23]C1C(OC)=CC=CC=1OCCNCCCNC1NCCCN=1.[CH3:46]OC1C=CC=CC=1OCCNCCCNC1NCCCN=1.C(OC1C=CC=CC=1OCCNCCCNC1NCCCN=1)C.COC1C=CC=CC=1OCCCNCCCNC1NCCCN=1.O1C2C=CC=C(OCCNCCCNC3N=CC=CN=3)C=2OCC1.O1C2C=CC=C(OCCNCCCNC3NCCCN=3)C=2OCC1.O1C2C=CC=C(OCCNCCCCNC3NCCCN=3)C=2OCC1.C1(OCCNCCCNC2NCCCN=2)C2C(=CC=CC=2)C=CC=1>>[CH3:46][O:21][C:16]1[C:17]([O:23][CH3:22])=[CH:18][CH:19]=[CH:20][C:15]=1[O:14][CH2:13][CH2:12][NH:11][CH2:10][CH2:9][CH2:8][NH:7][C:2]1[N:3]=[CH:4][CH:5]=[CH:6][N:1]=1. Procedure details: 2-[2-[[3-(2-pyrimidinylamino)propyl]amino]ethoxy]phenol; N-[2-(2,3-dimethoxy- phenoxy)ethyl]-N'-(1,4,5,6-tetrahydro-2-pyrimidinyl)-1,3-propanediamine; N-[2-(2-methoxyphenoxy)ethyl]-N'-(1,4,5,6-tetrahydro-2-pyrimidinyl)-1,3-propane diamine; N-[2-(2-ethoxyphenoxy)ethyl]-N'-(1,4,5,6-tetrahydro-2-pyrimidinyl)- 1,3-propanediamine; N-[3-(2-methoxyphenoxy)propyl]-N'-( 1,4,5,6-tetrahydro-2- pyrimidinyl)-1,3-propanediamine; N-[2-[(2,3-dihydro-1,4-benzodioxin-5-yl)oxy]- ethyl]-N'-2-pyrimidinyl-1,3-propane...